From a dataset of the Open Reaction Database (ORD), a public repository of structured organic reaction records. describe an organic reaction: reactants, conditions, products, and yield Reactants: N(=NC(=O)OCC)C(=O)OCC (diethyl azodicarboxylate), OC1=CC=C(C=C1)CC(=O)OCC (ethyl 4-hydroxyphenylacetate), C(C)(C)(C)OC(=O)N1C[C@@H](CC1)O ((3R)-1-(t-butoxycarbonyl)-3-hydroxypyrrolidine), C1(=CC=CC=C1)P(C1=CC=CC=C1)C1=CC=CC=C1 (triphenylphosphine). The solvent is O1CCCC1 (tetrahydrofuran), C(C)(=O)OCC (ethyl acetate). Reaction conditions: time 42 hour. Product: C(C)(C)(C)OC(=O)N1C[C@H](CC1)OC1=CC=C(C=C1)CC(=O)OCC (ethyl 2-[4-[(3S)-1-(t-butoxycarbonyl)-3-pyrrolidyloxy]phenyl]acetate). Reaction SMILES: [OH:1][C:2]1[CH:7]=[CH:6][C:5]([CH2:8][C:9]([O:11][CH2:12][CH3:13])=[O:10])=[CH:4][CH:3]=1.[C:14]([O:18][C:19]([N:21]1[CH2:25][CH2:24][C@@H:23](O)[CH2:22]1)=[O:20])([CH3:17])([CH3:16])[CH3:15].C1(P(C2C=CC=CC=2)C2C=CC=CC=2)C=CC=CC=1.N(C(OCC)=O)=NC(OCC)=O>O1CCCC1.C(OCC)(=O)C>[C:14]([O:18][C:19]([N:21]1[CH2:25][CH2:24][C@H:23]([O:1][C:2]2[CH:3]=[CH:4][C:5]([CH2:8][C:9]([O:11][CH2:12][CH3:13])=[O:10])=[CH:6][CH:7]=2)[CH2:22]1)=[O:20])([CH3:17])([CH3:15])[CH3:16]. Reported procedure: 6.0 g (33.3 mmol) of ethyl 4-hydroxyphenylacetate, 6.25 g (33.3 mmol) of (3R)-1-(t-butoxycarbonyl)-3-hydroxypyrrolidine and 10.5 g (40 mmol) of triphenylphosphine were dissolved in 125 ml of tetrahydrofuran. 6.3 ml (40 mmol) of diethyl azodicarboxylate was added to the solution at room temperature, and they were stirred for 42 hours. After the same isolation process as that of step 1 in Example 1 with ethyl acetate as the extractant, the crude product was obtained. The crude product was purified... Starting materials: CC(C)(C)c1nc2cc(S(=O)(=O)N3CC(N=C=O)C3)ccc2n1CC1CCC(F)(F)CC1, C1CCOC1, NCCO. The product is CC(C)(C)c1nc2cc(S(=O)(=O)N3CC(NC(=O)NCCO)C3)ccc2n1CC1CCC(F)(F)CC1. RXN SMILES: [C:1]([CH3:2])([CH3:3])([CH3:4])[c:5]1[n:6][c:7]2[c:8]([n:9]1[CH2:10][CH:11]1[CH2:12][CH2:13][C:14]([F:17])([F:18])[CH2:15][CH2:16]1)[cH:19][cH:20][c:21]([S:23](=[O:24])(=[O:25])[N:26]1[CH2:27][CH:28]([N:30]=[C:31]=[O:32])[CH2:29]1)[cH:22]2.[CH2:37]1[O:38][CH2:39][CH2:40][CH2:41]1.[NH2:33][CH2:34][CH2:35][OH:36]>>[C:1]([CH3:2])([CH3:3])([CH3:4])[c:5]1[n:6][c:7]2[c:8]([n:9]1[CH2:10][CH:11]1[CH2:12][CH2:13][C:14]([F:17])([F:18])[CH2:15][CH2:16]1)[cH:19][cH:20][c:21]([S:23](=[O:24])(=[O:25])[N:26]1[CH2:27][CH:28]([NH:30][C:31](=[O:32])[NH:33][CH2:34][CH2:35][OH:36])[CH2:29]1)[cH:22]2. The reactants are FC(F)(F)c1cc(COC2CCNCC2C(c2ccccc2)c2ccccc2)cc(C(F)(F)F)c1, Cl, O=C(O)c1cc(C(F)(F)F)cc(C(F)(F)F)c1. Yields the product O=C(c1cc(C(F)(F)F)cc(C(F)(F)F)c1)N1CCC(OCc2cc(C(F)(F)F)cc(C(F)(F)F)c2)C(C(c2ccccc2)c2ccccc2)C1. Reaction SMILES: [CH:2]([c:3]1[cH:4][cH:5][cH:6][cH:7][cH:8]1)([c:9]1[cH:10][cH:11][cH:12][cH:13][cH:14]1)[CH:15]1[CH2:16][NH:17][CH2:18][CH2:19][CH:20]1[O:21][CH2:22][c:23]1[cH:24][c:25]([C:33]([F:34])([F:35])[F:36])[cH:26][c:27]([C:29]([F:30])([F:31])[F:32])[cH:28]1.[ClH:1].[F:37][C:38]([c:39]1[cH:40][c:41]([C:42](=[O:43])[OH:44])[cH:45][c:46]([C:48]([F:49])([F:50])[F:51])[cH:47]1)([F:52])[F:53]>>[CH:2]([c:3]1[cH:4][cH:5][cH:6][cH:7][cH:8]1)([c:9]1[cH:10][cH:11][cH:12][cH:13][cH:14]1)[CH:15]1[CH2:16][N:17]([C:42]([c:41]2[cH:40][c:39]([C:38]([F:37])([F:52])[F:53])[cH:47][c:46]([C:48]([F:49])([F:50])[F:51])[cH:45]2)=[O:43])[CH2:18][CH2:19][CH:20]1[O:21][CH2:22][c:23]1[cH:24][c:25]([C:33]([F:34])([F:35])[F:36])[cH:26][c:27]([C:29]([F:30])([F:31])[F:32])[cH:28]1. RXN SMILES: [C:1]1([CH3:8])[C:2]([CH3:7])=[CH:3][CH:4]=C[CH:6]=1.[OH2:9].[C:10]([OH:13])(=[O:12])[CH3:11].[CH3:14][OH:15]>>[O:9]1[CH2:4][CH2:3][CH:2]([C:14]([OH:12])=[O:15])[CH2:1][CH2:6]1.[CH3:14][O:9][CH2:6][CH2:1][CH:2]1[CH2:7][O:13][C:10](=[O:12])[CH2:11]1.[OH:9][CH2:6][CH2:1][CH:2]1[CH2:7][O:13][C:10](=[O:12])[CH2:11]1.[C:10]([O:13][CH2:4][CH2:3][CH:2]1[CH2:7][O:15][C:8](=[O:9])[CH2:1]1)(=[O:12])[CH3:11]. Procedure details: 100 parts of bottom product (7) from the first column (1) are passed into the second column (2) with 40 theoretical plates. 0.1 l of xylene (isomer mixture) is added as water entrainer and is returned (10) via line 8 and a phase separator (3) continuously into the column. With a distillate temperature of 28° C., a distillate pressure of 70 mbar and a reflux ratio of 1.6, 23 parts of overhead product (9) of the composition 80.1% by weight of water, 11.2% by weight of acetic acid, 3.3% by weight o... Product: O1CCC(CC1)C(=O)O (tetrahydropyran-4-carboxylic acid), 3-spirocyclopropylbutyrolactone, COCCC1CC(=O)OC1 (3-(2-methoxyethyl)butyrolactone), OCCC1CC(=O)OC1 (3-(2-hydroxyethyl)butyrolactone), C(C)(=O)OCCC1CC(=O)OC1 (3-(2-acetoxyethyl)butyrolactone). Starting materials: product ( 7 ), ( 3 ), ( 10 ), ( 2 ), C=1(C(=CC=CC1)C)C (xylene), O (water), O (water), C(C)(=O)O (acetic acid), CO (methanol), ( 1 ). Starting materials: BrC1=C(CCC1)Br (1,2-dibromocyclopentene), C(C1=CC=CC=C1)OC1=C(C=C(C=C1)Cl)B(O)O (2-benzyloxy-5-chlorophenylboronic acid), C([O-])([O-])=O.[K+].[K+] (potassium carbonate), tetrakis (triphenyl phosphine)palladium(0), C1(=CC=CC=C1)C.C(C)O (toluene ethanol). The solvent is C(C)OCC.O (diethyl ether water). The product is C(C)OC(C1=CC(=CC=C1)C1=C(CCC1)C1=C(C=CC(=C1)Cl)OCC1=CC=CC=C1)=O (3-[2-(2-Benzyloxy-5-chlorophenyl)cyclopent-1-enyl] benzoic acid ethyl ester). The yield is 62.0%. RXN SMILES: Br[C:2]1[CH2:6][CH2:5][CH2:4][C:3]=1Br.[CH2:8]([O:15][C:16]1[CH:21]=[CH:20][C:19]([Cl:22])=[CH:18][C:17]=1B(O)O)[C:9]1[CH:14]=[CH:13][CH:12]=[CH:11][CH:10]=1.[C:26](=[O:29])([O-])[O-:27].[K+].[K+].[C:32]1(C)[CH:37]=[CH:36][CH:35]=[CH:34][CH:33]=1.[CH2:39](O)[CH3:40]>C(OCC)C.O>[CH2:39]([O:27][C:26](=[O:29])[C:32]1[CH:33]=[CH:34][CH:35]=[C:36]([C:2]2[CH2:6][CH2:5][CH2:4][C:3]=2[C:17]2[CH:18]=[C:19]([Cl:22])[CH:20]=[CH:21][C:16]=2[O:15][CH2:8][C:9]2[CH:14]=[CH:13][CH:12]=[CH:11][CH:10]=2)[CH:37]=1)[CH3:40] |f:2.3.4,5.6,7.8|. Reported procedure: A mixture of 1,2-dibromocyclopentene (1.72 g, 7.6 mmol), 2-benzyloxy-5-chlorophenylboronic acid (500 mg, 1.9 mmol), potassium carbonate (2.1 g, 15.2 mmol) and tetrakis (triphenyl phosphine)palladium(0) (220 mg, 0.19 mmol) was stirred and heated in 1:1 toluene/ethanol (15 ml) at 90° C. under nitrogen for 2 hours. After cooling the mixture was diluted with diethyl ether/water and the organic phase dried (magnesium sulphate), evaporated to dryness and the residue purified by chromatography on silic...